From a dataset of the Open Reaction Database (ORD), a public repository of structured organic reaction records. describe an organic reaction: reactants, conditions, products, and yield Starting materials: O=C(Cl)c1ccc2nccnc2c1, Nc1nc2cccc(-c3ccoc3)n2n1. Product: O=C(Nc1nc2cccc(-c3ccoc3)n2n1)c1ccc2nccnc2c1. Reaction SMILES: [n:16]1[cH:17][cH:18][n:19][c:20]2[cH:21][c:22]([C:26](=[O:27])[Cl:28])[cH:23][cH:24][c:25]12.[o:1]1[cH:2][c:3](-[c:6]2[cH:7][cH:8][cH:9][c:10]3[n:11]2[n:12][c:13]([NH2:15])[n:14]3)[cH:4][cH:5]1>>[o:1]1[cH:2][c:3](-[c:6]2[cH:7][cH:8][cH:9][c:10]3[n:11]2[n:12][c:13]([NH:15][C:26]([c:22]2[cH:21][c:20]4[n:19][cH:18][cH:17][n:16][c:25]4[cH:24][cH:23]2)=[O:27])[n:14]3)[cH:4][cH:5]1.